Task: describe an organic reaction: reactants, conditions, products, and yield. Dataset: the Open Reaction Database (ORD), a public repository of structured organic reaction records Reactants: BrC=1C=CC=2N(C1)C(=NN2)C(F)(F)F (6-bromo-3-(trifluoromethyl)-[1,2,4]triazolo[4,3-a]pyridine), FC(OC1=CC=C(C=C1)B(O)O)(F)F (4-trifluoromethoxyphenylboronic acid), C([O-])([O-])=O.[Na+].[Na+] (sodium carbonate), O (water). Run in CN(C)C=O (DMF). Conditions: temperature 90 celsius, time 8 hour. Yields the product FC(OC1=CC=C(C=C1)C=1C=CC=2N(C1)C(=NN2)C(F)(F)F)(F)F (6-(4-(trifluoromethoxy)phenyl)-3-(trifluoromethyl)-[1,2,4]triazolo[4,3-a]pyridine). RXN SMILES: Br[C:2]1[CH:3]=[CH:4][C:5]2[N:6]([C:8]([C:11]([F:14])([F:13])[F:12])=[N:9][N:10]=2)[CH:7]=1.[F:15][C:16]([F:28])([F:27])[O:17][C:18]1[CH:23]=[CH:22][C:21](B(O)O)=[CH:20][CH:19]=1.C(=O)([O-])[O-].[Na+].[Na+].O>CN(C=O)C>[F:15][C:16]([F:27])([F:28])[O:17][C:18]1[CH:23]=[CH:22][C:21]([C:2]2[CH:3]=[CH:4][C:5]3[N:6]([C:8]([C:11]([F:14])([F:13])[F:12])=[N:9][N:10]=3)[CH:7]=2)=[CH:20][CH:19]=1 |f:2.3.4|. Procedure details: In a 100 mL round-bottom flask 6-bromo-3-(trifluoromethyl)-[1,2,4]triazolo[4,3-a]pyridine (2.124 g), 4-trifluoromethoxyphenylboronic acid (2.466 g), and sodium carbonate (0.635 g) were suspended in a mixture of DMF (81 mL) and deionized water (9 mL) that was degassed with nitrogen. Tetrakis(triphenylphosphine) palladium (0.462 g) was added and the reaction mixture stirred at 90° C. overnight, concentrated, the residue dissolved in ethyl acetate, and washed with water (2×) and concentrated NaHCO3... Starting materials: BrC=1C(=NC=C(C(=O)NC2=CC=C(C=C2)OC(F)(F)Cl)C1)N(CCO)CC (5-bromo-N-(4-(chlorodifluoromethoxy)phenyl)-6-(ethyl(2-hydroxyethyl)amino)nicotinamide), FC=1C=NC=C(C1)B1OC(C(O1)(C)C)(C)C (3-fluoro-5-(4,4,5,5-tetramethyl-1,3,2-dioxaborolan-2-yl)pyridine). Yields the product ClC(OC1=CC=C(C=C1)NC(=O)C=1C=C(C(=NC1)N(CCO)CC)C=1C=NC=C(C1)F)(F)F (N-(4-(Chlorodifluoromethoxy)phenyl)-2-(ethyl(2-hydroxyethyl)amino)-5′-fluoro-[3,3′-bipyridine]-5-carboxamide). Reaction SMILES: Br[C:2]1[C:3]([N:22]([CH2:26][CH3:27])[CH2:23][CH2:24][OH:25])=[N:4][CH:5]=[C:6]([CH:21]=1)[C:7]([NH:9][C:10]1[CH:15]=[CH:14][C:13]([O:16][C:17]([Cl:20])([F:19])[F:18])=[CH:12][CH:11]=1)=[O:8].[F:28][C:29]1[CH:30]=[N:31][CH:32]=[C:33](B2OC(C)(C)C(C)(C)O2)[CH:34]=1>>[Cl:20][C:17]([F:19])([F:18])[O:16][C:13]1[CH:14]=[CH:15][C:10]([NH:9][C:7]([C:6]2[CH:21]=[C:2]([C:33]3[CH:32]=[N:31][CH:30]=[C:29]([F:28])[CH:34]=3)[C:3]([N:22]([CH2:26][CH3:27])[CH2:23][CH2:24][OH:25])=[N:4][CH:5]=2)=[O:8])=[CH:11][CH:12]=1. Reported procedure: The title compound was prepared in an analogous fashion to that described in Example 169 using 5-bromo-N-(4-(chlorodifluoromethoxy)phenyl)-6-(ethyl(2-hydroxyethyl)amino)nicotinamide (Stage 182.1) and 3-fluoro-5-(4,4,5,5-tetramethyl-1,3,2-dioxaborolan-2-yl)pyridine to afford an off-white foam. HPLC (Condition 4) tR=5.71 min, UPLC-MS (Condition 3) tR=1.11 min, m/z=481.3 [M+H]+; 1H-NMR (400 MHz, DMSO-d6) δ ppm 0.88 (t, J=6.84 Hz, 3H) 3.15 (m, J=7.00 Hz, 2H) 3.32-3.41 (m, 2H) 3.42-3.52 (m, 2H) 4.61 ...